From a dataset of the Open Reaction Database (ORD), a public repository of structured organic reaction records. describe an organic reaction: reactants, conditions, products, and yield The product is CCC(CC)c1cc(C)nc2c(-c3sc(OC)cc3Cl)c(C)nn12. RXN SMILES: [Br:1][c:2]1[cH:3][c:4]([Cl:23])[c:5](-[c:7]2[c:8]([CH3:22])[n:9][n:10]3[c:11]2[n:12][c:13]([CH3:21])[cH:14][c:15]3[CH:16]([CH2:17][CH3:18])[CH2:19][CH3:20])[s:6]1.[CH3:26][OH:27].[CH3:28][O-:29].[CH3:31][OH:32].[I-:25].[Na+:24].[Na+:30]>>[c:2]1([O:27][CH3:26])[cH:3][c:4]([Cl:23])[c:5](-[c:7]2[c:8]([CH3:22])[n:9][n:10]3[c:11]2[n:12][c:13]([CH3:21])[cH:14][c:15]3[CH:16]([CH2:17][CH3:18])[CH2:19][CH3:20])[s:6]1. The reactants are CCC(CC)c1cc(C)nc2c(-c3sc(Br)cc3Cl)c(C)nn12, CO, C[O-], CO, [I-], [Na+], [Na+]. Reactants: C1(CCCC1)OC1=CC=C2CCC(C2=C1)=O (6-cyclopentoxy-1-indanone), O (water), CC(C=C)O (3-buten-2-ol), C1(=CC=C(C=C1)S(=O)(=O)O)C (p-toluenesulfonic acid). The solvent is COC(C)(C)OC (2,2-dimethoxy-propane). Yields the product C(C=CC)C1C(C2=CC(=CC=C2C1)OC1CCCC1)=O ((RS)-2-(2-buten-1-yl)-6-cyclopentoxy-1-indanone). Isolated yield 69.0%. RXN SMILES: [CH:1]1([O:6][C:7]2[CH:15]=[C:14]3[C:10]([CH2:11][CH2:12][C:13]3=[O:16])=[CH:9][CH:8]=2)[CH2:5][CH2:4][CH2:3][CH2:2]1.[CH3:17][CH:18](O)[CH:19]=[CH2:20].C1(C)C=CC(S(O)(=O)=O)=CC=1.O>COC(OC)(C)C>[CH2:17]([CH:12]1[CH2:11][C:10]2[C:14](=[CH:15][C:7]([O:6][CH:1]3[CH2:2][CH2:3][CH2:4][CH2:5]3)=[CH:8][CH:9]=2)[C:13]1=[O:16])[CH:18]=[CH:19][CH3:20]. Reported procedure: A solution of 9.45 g of 6-cyclopentoxy-1-indanone, 9.0 ml of 3-buten-2-ol and 100 mg of p-toluenesulfonic acid in 100 ml of 2,2-dimethoxy-propane was boiled under reflux for 63 hours on a water separator filled with molecular sieve (0.4 nm, 2 mm pearl shaped). The reaction mixture was subsequently concentrated in a vacuum and purified by column chromatography on silica gel (hexane/diethyl ether 6:1). There were obtained 8.1 g (69%) of (RS)-2-(2-buten-1-yl)-6-cyclopentoxy-1-indanone as a yellow o...